From a dataset of the Open Reaction Database (ORD), a public repository of structured organic reaction records. describe an organic reaction: reactants, conditions, products, and yield Reactants: FC(C(=O)O)(F)F.C(C)C(CC)NC1=C2N=CN(C2=NC(=N1)N1C[C@@H](CC1)NC(=O)N[C@H]1CNCC1)[C@H]1[C@@H]([C@@H]([C@H](C1)NC(CC)=O)O)O (N-((1S,2R,3S,4R)-4-{6-(1-Ethyl-propylamino)-2-[(R)-3-((R)-3-pyrrolidin-3-ylureido)-pyrrolidin-1-yl]-purin-9-yl}-2,3-dihydroxy-cyclopentyl)-propionamide trifluoroacetate), FC(C(=O)O)(F)F.ClC1=NC(=C2N=CN(C2=N1)[C@H]1[C@@H]([C@@H]([C@H](C1)NC(CC)=O)O)O)NCC1=CC=CC2=CC=CC=C12 (N-((1S,2R,3S,4R)-4-{2-chloro-6-[(naphthalen-1-ylmethyl)-amino]-purin-9-yl}-2,3-dihydroxy-cyclopentyl)-propionamide trifluoroacetate). The product is FC(C(=O)O)(F)F.O[C@@H]1[C@H](C[C@H]([C@@H]1O)N1C2=NC(=NC(=C2N=C1)NCC1=CC=CC2=CC=CC=C12)N1C[C@@H](CC1)NC(=O)N[C@H]1CNCC1)NC(CC)=O (N-((1S,2R,3S,4R)-2,3-Dihydroxy-4-{6-[(naphthalen-1-ylmethyl)-amino]-2-[(R)-3-((R)-3-pyrrolidin-3-ylureido)-pyrrolidin-1-yl]-purin-9-yl}-cyclopentyl)-propionamide trifluoroacetate). As a reaction SMILES: [F:1][C:2]([F:7])([F:6])[C:3]([OH:5])=[O:4].C(C([NH:13][C:14]1[N:22]=[C:21]([N:23]2[CH2:27][CH2:26][C@@H:25]([NH:28][C:29]([NH:31][C@@H:32]3[CH2:36][CH2:35][NH:34][CH2:33]3)=[O:30])[CH2:24]2)[N:20]=[C:19]2[C:15]=1[N:16]=[CH:17][N:18]2[C@@H:37]1[CH2:41][C@H:40]([NH:42][C:43](=[O:46])[CH2:44][CH3:45])[C@@H:39]([OH:47])[C@H:38]1[OH:48])CC)C.FC(F)(F)C(O)=O.ClC1N=C2C(N=CN2[C@@H]2C[C@H](NC(=O)CC)[C@@H](O)[C@H]2O)=C(N[CH2:79][C:80]2[C:89]3[C:84](=[CH:85][CH:86]=[CH:87][CH:88]=3)[CH:83]=[CH:82][CH:81]=2)N=1>>[F:1][C:2]([F:7])([F:6])[C:3]([OH:5])=[O:4].[OH:47][C@H:39]1[C@@H:38]([OH:48])[C@H:37]([N:18]2[CH:17]=[N:16][C:15]3[C:19]2=[N:20][C:21]([N:23]2[CH2:27][CH2:26][C@@H:25]([NH:28][C:29]([NH:31][C@@H:32]4[CH2:36][CH2:35][NH:34][CH2:33]4)=[O:30])[CH2:24]2)=[N:22][C:14]=3[NH:13][CH2:79][C:80]2[C:89]3[C:84](=[CH:85][CH:86]=[CH:87][CH:88]=3)[CH:83]=[CH:82][CH:81]=2)[CH2:41][C@@H:40]1[NH:42][C:43](=[O:46])[CH2:44][CH3:45] |f:0.1,2.3,4.5|. Procedure: This compound is prepared analogously to N-((1S,2R,3S,4R)-4-{6-(1-Ethyl-propylamino)-2-[(R)-3-((R)-3-pyrrolidin-3-ylureido)-pyrrolidin-1-yl]-purin-9-yl}-2,3-dihydroxy-cyclopentyl)-propionamide trifluoroacetate by replacing N-{(1S,2R,3S,4R)-4-[2-chloro-6-(1-ethyl-propylamino)-purin-9-yl]-2,3-dihydroxy-cyclopentyl}-propionamide with N-((1S,2R,3S,4R)-4-{2-chloro-6-[(naphthalen-1-ylmethyl)-amino]-purin-9-yl}-2,3-dihydroxy-cyclopentyl)-propionamide trifluoroacetate. The reactants are CCCCCCCCCCCCCCCC(=O)OC(CCCCCCCCCCCCCCC)CC(=O)NC(CCCCNC(=O)OCc1ccccc1)C(=O)O, CC(O)C(N)C(=O)O. Product: CCCCCCCCCCCCCCCC(=O)OC(CCCCCCCCCCCCCCC)CC(=O)NC(CCCCNC(=O)OCc1ccccc1)C(=O)NC(C(=O)O)C(C)O. RXN SMILES: [C:1]([CH2:2][CH2:3][CH2:4][CH2:5][CH2:6][CH2:7][CH2:8][CH2:9][CH2:10][CH2:11][CH2:12][CH2:13][CH2:14][CH2:15][CH3:16])(=[O:17])[O:18][CH:19]([CH2:20][C:21](=[O:22])[NH:23][CH:24]([CH2:25][CH2:26][CH2:27][CH2:28][NH:29][C:30](=[O:31])[O:32][CH2:33][c:34]1[cH:35][cH:36][cH:37][cH:38][cH:39]1)[C:40](=[O:41])[OH:42])[CH2:43][CH2:44][CH2:45][CH2:46][CH2:47][CH2:48][CH2:49][CH2:50][CH2:51][CH2:52][CH2:53][CH2:54][CH2:55][CH2:56][CH3:57].[CH3:58][CH:59]([OH:60])[CH:61]([NH2:62])[C:63]([OH:64])=[O:65]>>[C:1]([CH2:2][CH2:3][CH2:4][CH2:5][CH2:6][CH2:7][CH2:8][CH2:9][CH2:10][CH2:11][CH2:12][CH2:13][CH2:14][CH2:15][CH3:16])(=[O:17])[O:18][CH:19]([CH2:20][C:21](=[O:22])[NH:23][CH:24]([CH2:25][CH2:26][CH2:27][CH2:28][NH:29][C:30](=[O:31])[O:32][CH2:33][c:34]1[cH:35][cH:36][cH:37][cH:38][cH:39]1)[C:40](=[O:41])[NH:62][CH:61]([CH:59]([CH3:58])[OH:60])[C:63]([OH:64])=[O:65])[CH2:43][CH2:44][CH2:45][CH2:46][CH2:47][CH2:48][CH2:49][CH2:50][CH2:51][CH2:52][CH2:53][CH2:54][CH2:55][CH2:56][CH3:57].